Task: describe an organic reaction: reactants, conditions, products, and yield. Dataset: the Open Reaction Database (ORD), a public repository of structured organic reaction records Procedure details: A solution of N-(cyanoethyl)oxazolidinone 18 (30 g, 0.21 mol) in dry methanol (10.9 g, 0.34 mol) and dry CH2Cl2 (60 mL) was saturated with dry HCl at -15° to 0° C. The mixture was then stirred for 6 h at 0°-20° C. The mixture was evaporated and dried in vacuo for 1 h. The crystalline imidoester hydrochloride was dissolved in dry methanol (120 mL) and cooled to -15° C. To the stirred solution cyclopropylmethylamine (31.2 g, 0.44 mol) was added in drops over a period of 20 min while maintaining th... Run in C(Cl)Cl (CH2Cl2). Run at temperature -15 celsius, time 6 hour. Reaction SMILES: [C:1]([CH2:3][CH2:4][N:5]1[CH2:9][CH2:8][O:7][C:6]1=[O:10])#[N:2].CO.[ClH:13].[CH:14]1([CH2:17][NH2:18])[CH2:16][CH2:15]1>C(Cl)Cl>[ClH:13].[CH2:15]1[CH2:16][CH:14]1[CH2:17][NH:18][C:1]([CH2:3][CH2:4][N:5]1[CH2:9][CH2:8][O:7][C:6]1=[O:10])=[NH:2] |f:5.6|. Yield: 55.0%. Product: Cl.C1C(C1)CNC(=N)CCN1C(OCC1)=O (N-[2-Cyclopropylmethylamidino]ethyloxazolidinone Hydrochloride). Reactants: C(#N)CCN1C(OCC1)=O (N-(2-Cyanoethyl)oxazolidinone), C1(CC1)CN (cyclopropylmethylamine), CO (methanol), Cl (HCl).